Dataset: the Open Reaction Database (ORD), a public repository of structured organic reaction records. Task: describe an organic reaction: reactants, conditions, products, and yield Reactants: C(C)(=O)Cl (Acetyl chloride), C(=C)(C)[C@@H]1[C@@H]([C@@](CC1)(O)C)C ((1R,2S,3S)-3-isopropenyl-1,2-dimethyl-1-cyclopentanol), C(C)(=O)OC(C)=O (acetic anhydride), N1=CC=CC=C1 (pyridine). Solvent: C1(=CC=CC=C1)C (toluene). Reaction conditions: temperature 45 celsius. Yields the product C(C)(=O)O[C@]1([C@H]([C@H](CC1)C(=C)C)C)C ((1R,2S,3S)-3-isopropenyl-1,2-dimethyl-1-cyclopentyl acetate). Yield: 93.9%. RXN SMILES: [C:1](Cl)(=[O:3])[CH3:2].[C:5]([C@H:8]1[CH2:12][CH2:11][C@@:10]([CH3:14])([OH:13])[C@H:9]1[CH3:15])([CH3:7])=[CH2:6].C(OC(=O)C)(=O)C.N1C=CC=CC=1>C1(C)C=CC=CC=1>[C:1]([O:13][C@:10]1([CH3:14])[CH2:11][CH2:12][C@H:8]([C:5]([CH3:7])=[CH2:6])[C@@H:9]1[CH3:15])(=[O:3])[CH3:2]. Reported procedure: Acetyl chloride (27 g; 0.34 mol) was added dropwise to a stirred solution of (1R,2S,3S)-3-isopropenyl-1,2-dimethyl-1-cyclopentanol (50 g; 0.32 mol), acetic anhydride (20 g; 0.2 mol), pyridine (57 g; 0.72 mol) and toluene (600 ml) at room temperature and heated to 45° C. during 3 days. The cooled reaction mixture was poured onto ice and washed with H2SO4 (10%), water, NaHCO3 solution (5%) and brine, then distilled at 53-56°/0.7 hPa to give 59 g of (1R,2S,3S)-3-isopropenyl-1,2-dimethyl-1-cyclopent...